describe an organic reaction: reactants, conditions, products, and yield From a dataset of the Open Reaction Database (ORD), a public repository of structured organic reaction records. The reactants are CN1N=NC=C1 (1-methyl-1H-1,2,3-triazole), [Li]CCCC (n-BuLi), ClC1=C(C(=NC2=CC=C(C=C12)C(=O)C1=CN=CN1C)OC)CC1=CC=C(C=C1)C(F)(F)F ((4-chloro-2-methoxy-3-(4-(trifluoromethyl)benzyl)quinolin-6-yl)(1-methyl-1H-imidazol-5-yl)methanone), ClC1=C(C(=NC2=CC=C(C=C12)C(=O)C1=CN=CN1C)OC)CC1=CC=C(C=C1)C(F)(F)F ((4-chloro-2-methoxy-3-(4-(trifluoromethyl)benzyl)quinolin-6-yl)(1-methyl-1H-imidazol-5-yl)methanone). Run in C1CCOC1 (THF), C1CCOC1 (THF). Run at temperature -43 celsius, time 30 minute. The product is ClC1=C(C(=NC2=CC=C(C=C12)C(O)(C1=CN=CN1C)C1=CN=NN1C)OC)CC1=CC=C(C=C1)C(F)(F)F ((4-Chloro-2-methoxy-3-(4-(trifluoromethyl)benzyl)quinolin-6-yl)(1-methyl-1H-1,2,3-triazol-5-yl)(1-methyl-1H-imidazol-5-yl)methanol). As a reaction SMILES: [CH3:1][N:2]1[CH:6]=[CH:5][N:4]=[N:3]1.[Li]CCCC.[Cl:12][C:13]1[C:22]2[C:17](=[CH:18][CH:19]=[C:20]([C:23]([C:25]3[N:29]([CH3:30])[CH:28]=[N:27][CH:26]=3)=[O:24])[CH:21]=2)[N:16]=[C:15]([O:31][CH3:32])[C:14]=1[CH2:33][C:34]1[CH:39]=[CH:38][C:37]([C:40]([F:43])([F:42])[F:41])=[CH:36][CH:35]=1>C1COCC1>[Cl:12][C:13]1[C:22]2[C:17](=[CH:18][CH:19]=[C:20]([C:23]([C:6]3[N:2]([CH3:1])[N:3]=[N:4][CH:5]=3)([C:25]3[N:29]([CH3:30])[CH:28]=[N:27][CH:26]=3)[OH:24])[CH:21]=2)[N:16]=[C:15]([O:31][CH3:32])[C:14]=1[CH2:33][C:34]1[CH:35]=[CH:36][C:37]([C:40]([F:42])([F:41])[F:43])=[CH:38][CH:39]=1. Reported procedure: To a flask containing 1-methyl-1H-1,2,3-triazole (100 mg, 1.2 mmol) was added THF (10 mL) and the colorless solution was cooled to −43° C. using a CH3CN—CO2 bath. Then, n-BuLi (2.5 M in hexanes, 490 μL, 1.23 mmol) was added dropwise which afforded an opaque mixture. The mixture was stirred at −40° C. for 30 minutes, then a homogeneous solution of (4-chloro-2-methoxy-3-(4-(trifluoromethyl)benzyl)quinolin-6-yl)(1-methyl-1H-imidazol-5-yl)methanone (255 mg, 0.54 mmol, Intermediate 80: step b) in 2 m... Reactants: Cl (hydrochloric acid), C(C)(C)(C)C1=C(C=C(C=C1)CN=[N+]=[N-])NC(CC(CCCCC)C1=C(C=C(C=C1)OC)OC)=O (N-(2-t-butyl-5-azidomethylphenyl)-3-(2,4-dimethoxyphenyl)octanamide). The reagents and catalysts are [Zn] (zinc). Run in CC(=O)C (acetone). Reaction conditions: time 1 hour. Product: C(C)(C)(C)C1=C(C=C(C=C1)CN)NC(CC(CCCCC)C1=C(C=C(C=C1)OC)OC)=O (N-[2-t-Butyl-5-(aminomethyl)phenyl]-3-(2,4-dimethoxyphenyl)octanamide). Yield: 87.3%. RXN SMILES: Cl.[C:2]([C:6]1[CH:11]=[CH:10][C:9]([CH2:12][N:13]=[N+]=[N-])=[CH:8][C:7]=1[NH:16][C:17](=[O:35])[CH2:18][CH:19]([C:25]1[CH:30]=[CH:29][C:28]([O:31][CH3:32])=[CH:27][C:26]=1[O:33][CH3:34])[CH2:20][CH2:21][CH2:22][CH2:23][CH3:24])([CH3:5])([CH3:4])[CH3:3]>CC(C)=O.[Zn]>[C:2]([C:6]1[CH:11]=[CH:10][C:9]([CH2:12][NH2:13])=[CH:8][C:7]=1[NH:16][C:17](=[O:35])[CH2:18][CH:19]([C:25]1[CH:30]=[CH:29][C:28]([O:31][CH3:32])=[CH:27][C:26]=1[O:33][CH3:34])[CH2:20][CH2:21][CH2:22][CH2:23][CH3:24])([CH3:3])([CH3:4])[CH3:5]. Reported procedure: 301 mg (4.60 mmol) of zinc dust and then 5 ml of 2N aqueous hydrochloric acid were added to a solution of 430 mg (0.92 mmol) of N-(2-t-butyl-5-azidomethylphenyl)-3-(2,4-dimethoxyphenyl)octanamide [prepared as described in step (i) above] in 10 ml of acetone, and the resulting mixture was stirred for 1 hour. At the end of this time, the reaction mixture was filtered to remove zinc dust, and the filtrate was made alkaline by adding a saturated aqueous solution of sodium hydrogencarbonate. The mixt... The reactants are OC=1C=CC=C2C=CC=NC12 (8-hydroxyquinoline), ice, N(=O)[O-].[Na+] (NaNO2). The solvent is O (water), Cl (hydrochloric acid), O (water). Reaction conditions: time 8 hour. Product: N(=O)C1=C2C=CC=NC2=C(C=C1)O (5-nitroso-8-hydroxyquinoline). The yield is 95.0%. Reaction SMILES: [OH:1][C:2]1[CH:3]=[CH:4][CH:5]=[C:6]2[C:11]=1[N:10]=[CH:9][CH:8]=[CH:7]2.[N:12]([O-])=[O:13].[Na+]>O.Cl>[N:12]([C:5]1[CH:4]=[CH:3][C:2]([OH:1])=[C:11]2[C:6]=1[CH:7]=[CH:8][CH:9]=[N:10]2)=[O:13] |f:1.2|. Reported procedure: To a mixture of 8-hydroxyquinoline (58 g, 0.4 mol) in distilled water, concentrated hydrochloric acid (75 ml) and ice (200 g) was added NaNO2 (30 g) in water (100 ml) at 0-4° C. during 1 hr. The reaction mixture was kept at 0° C. overnight and then filtered by washing with cold water to give 5-nitroso-8-hydroxyquinoline hydrochloide (95%).